From a dataset of the Open Reaction Database (ORD), a public repository of structured organic reaction records. describe an organic reaction: reactants, conditions, products, and yield Reactants: C(=C)[Si](O[Si](C)(C)C)(C)C=C (divinyltetramethyldisiloxane), C=CC1=CC=CC=C1 (styrene), C(C)O[SiH](OCC)OCC (triethoxysilane), C(C(=C)C)(=O)O (methacrylic acid), Teflon, C=CC1=CC=CC=C1 (styrene). The solvent is C1(=CC=CC=C1)C (toluene), C1(=CC=CC=C1)C (toluene). Run at temperature 50 celsius. Product: C(CC1=CC=CC=C1)[Si](OCC)(OCC)OCC (phenethyltriethoxysilane). The yield is 64.7%. Reaction SMILES: [CH2:1]=[CH:2][C:3]1[CH:8]=[CH:7][CH:6]=[CH:5][CH:4]=1.[CH2:9]([O:11][SiH:12]([O:16][CH2:17][CH3:18])[O:13][CH2:14][CH3:15])[CH3:10].C(O)(=O)C(C)=C.C([Si](C=C)(C)O[Si](C)(C)C)=C>C1(C)C=CC=CC=1>[CH2:1]([Si:12]([O:16][CH2:17][CH3:18])([O:13][CH2:14][CH3:15])[O:11][CH2:9][CH3:10])[CH2:2][C:3]1[CH:8]=[CH:7][CH:6]=[CH:5][CH:4]=1. Procedure details: 200 mg of styrene, 320 mg of triethoxysilane, and 370 mg of toluene were placed in a glass reaction tube and 0.0014 ml of methacrylic acid was added. Next, 0.002 ml of a toluene solution of a 0-valent platinum complex of divinyltetramethyldisiloxane (platinum content: 0.4 Wt. %) was added to this mixture. The reaction tube was sealed with Teflon tape and heated for 30 minutes in an oil bath at 50° C. When the tube contents were analyzed by GC-MS following cooling, the conversion rate of styrene ... Reactants: CCOC(=O)CCN1CCCN(C(=O)c2cccc(C(c3cccc(O)c3)N3CC(C)N(Cc4cccc(F)c4)CC3C)c2)CC1, C1CCOC1, Cl, [Na+], [OH-]. Yields the product CC1CN(C(c2cccc(O)c2)c2cccc(C(=O)N3CCCN(CCC(=O)O)CC3)c2)C(C)CN1Cc1cccc(F)c1. RXN SMILES: [CH2:1]([CH3:2])[O:3][C:4]([CH2:5][CH2:6][N:7]1[CH2:8][CH2:9][N:10]([C:14]([c:15]2[cH:16][c:17]([CH:21]([c:22]3[cH:23][c:24]([OH:28])[cH:25][cH:26][cH:27]3)[N:29]3[CH:30]([CH3:44])[CH2:31][N:32]([CH2:36][c:37]4[cH:38][c:39]([F:43])[cH:40][cH:41][cH:42]4)[CH:33]([CH3:35])[CH2:34]3)[cH:18][cH:19][cH:20]2)=[O:45])[CH2:11][CH2:12][CH2:13]1)=[O:46].[CH2:50]1[O:51][CH2:52][CH2:53][CH2:54]1.[ClH:49].[Na+:48].[OH-:47]>>[O:3]=[C:4]([CH2:5][CH2:6][N:7]1[CH2:8][CH2:9][N:10]([C:14]([c:15]2[cH:16][c:17]([CH:21]([c:22]3[cH:23][c:24]([OH:28])[cH:25][cH:26][cH:27]3)[N:29]3[CH:30]([CH3:44])[CH2:31][N:32]([CH2:36][c:37]4[cH:38][c:39]([F:43])[cH:40][cH:41][cH:42]4)[CH:33]([CH3:35])[CH2:34]3)[cH:18][cH:19][cH:20]2)=[O:45])[CH2:11][CH2:12][CH2:13]1)[OH:46]. The reactants are C1(=CC=C(C=C1)NC(=O)NC1=CC=C(C=C1)OC1=NC=NC(=C1)C(F)(F)F)C (1-p-Tolyl-3-[4-(6-trifluoromethyl-pyrimidin-4-yloxy)-phenyl]-urea), FC(C1=CC(=CC=C1)N=C=O)(F)F (α,α,α-trifluoro-m-tolyl-isocyanate). Conditions: time 2.5 hour. Product: FC(C=1C=C(C=CC1)NC(=O)NC1=CC=C(C=C1)OC1=NC=NC(=C1)C(F)(F)F)(F)F (1-(3-Trifluoromethyl-phenyl)-3-[4-(6-trifluoromethyl-pyrimidin-4-yloxy)-phenyl]-urea). As a reaction SMILES: [C:1]1(C)[CH:6]=[CH:5][C:4]([NH:7][C:8]([NH:10][C:11]2[CH:16]=[CH:15][C:14]([O:17][C:18]3[CH:23]=[C:22]([C:24]([F:27])([F:26])[F:25])[N:21]=[CH:20][N:19]=3)=[CH:13][CH:12]=2)=[O:9])=[CH:3][CH:2]=1.[F:29][C:30]([F:41])([F:40])C1C=CC=C(N=C=O)C=1>>[F:29][C:30]([F:41])([F:40])[C:6]1[CH:5]=[C:4]([NH:7][C:8]([NH:10][C:11]2[CH:16]=[CH:15][C:14]([O:17][C:18]3[CH:23]=[C:22]([C:24]([F:27])([F:25])[F:26])[N:21]=[CH:20][N:19]=3)=[CH:13][CH:12]=2)=[O:9])[CH:3]=[CH:2][CH:1]=1. Procedure: The title compound is prepared as described in Example 102 but using 4-(6-trifluoromethyl-pyrimidin-4-yloxy)-phenylamine (Example 114) and α,α,α-trifluoro-m-tolyl-isocyanate. The reaction mixture is stirred for 2.5 h. The title compound is obtained as a white solid: ES-MS: 442.9 [M+H]+; single peak at tR=9.83 min (System 2). Starting materials: CC#N, CCN(C(C)C)C(C)C, O=C1C=C(Cl)CCC1, CS(=O)(=O)c1ccc(C(=O)O)c([N+](=O)[O-])c1. Yields the product CS(=O)(=O)c1ccc(C(=O)OC2=CC(=O)CCC2)c([N+](=O)[O-])c1. Reaction SMILES: [CH3:34][C:35]#[N:36].[CH:25]([N:26]([CH:27]([CH3:28])[CH3:29])[CH2:30][CH3:31])([CH3:32])[CH3:33].[Cl:1][C:2]1=[CH:3][C:4](=[O:8])[CH2:5][CH2:6][CH2:7]1.[N+:9](=[O:10])([O-:11])[c:12]1[c:13]([C:14](=[O:15])[OH:16])[cH:17][cH:18][c:19]([S:21](=[O:22])(=[O:23])[CH3:24])[cH:20]1>>[C:2]1([O:16][C:14]([c:13]2[c:12]([N+:9](=[O:10])[O-:11])[cH:20][c:19]([S:21](=[O:22])(=[O:23])[CH3:24])[cH:18][cH:17]2)=[O:15])=[CH:3][C:4](=[O:8])[CH2:5][CH2:6][CH2:7]1. Reactants: CCn1c(=O)n(CC)c2cc(C=O)ccc21, NC1CCN(Cc2ccccc2)C1, ClCCl, [Mg+2], O=S(=O)([O-])[O-]. Product: CCn1c(=O)n(CC)c2cc(C=NC3CCN(Cc4ccccc4)C3)ccc21. RXN SMILES: [CH2:14]([CH3:15])[n:16]1[c:17](=[O:29])[n:18]([CH2:27][CH3:28])[c:19]2[c:20]1[cH:21][cH:22][c:23]([CH:25]=[O:26])[cH:24]2.[CH2:1]([c:2]1[cH:3][cH:4][cH:5][cH:6][cH:7]1)[N:8]1[CH2:9][CH:10]([NH2:13])[CH2:11][CH2:12]1.[Cl:36][CH2:37][Cl:38].[Mg+2:30].[O-:31][S:32](=[O:33])(=[O:34])[O-:35]>>[CH2:1]([c:2]1[cH:3][cH:4][cH:5][cH:6][cH:7]1)[N:8]1[CH2:9][CH:10]([N:13]=[CH:25][c:23]2[cH:22][cH:21][c:20]3[n:16]([CH2:14][CH3:15])[c:17](=[O:29])[n:18]([CH2:27][CH3:28])[c:19]3[cH:24]2)[CH2:11][CH2:12]1. Reactants: FC1=C(C=CC=C1)C(C1CN(CCC1)C=1C(C(C1OC)=O)=O)OCCCOC (3-(3-((2-fluorophenyl)(3-methoxypropoxy)methyl)piperidin-1-yl)-4-methoxycyclobut-3-ene-1,2-dione), N[C@H](CNC(OC(C)(C)C)=O)CC1CCCCC1 (tert-butyl (S)-2-amino-3-cyclohexylpropylcarbamate). The solvent is CC#N (MeCN). Reaction conditions: time 10 minute. The product is C1(CCCCC1)C[C@@H](CNC(OC(C)(C)C)=O)NC1=C(C(C1=O)=O)N1CC(CCC1)C(OCCCOC)C1=C(C=CC=C1)F (tert-butyl (2S)-3-cyclohexyl-2-(2-(3-((2-fluorophenyl)(3-methoxypropoxy)methyl)piperidin-1-yl)-3,4-dioxocyclobut-1-enylamino)propylcarbamate). The yield is 40.0%. Reaction SMILES: [F:1][C:2]1[CH:7]=[CH:6][CH:5]=[CH:4][C:3]=1[CH:8]([O:23][CH2:24][CH2:25][CH2:26][O:27][CH3:28])[CH:9]1[CH2:14][CH2:13][CH2:12][N:11]([C:15]2[C:16](=[O:22])[C:17](=[O:21])[C:18]=2OC)[CH2:10]1.[NH2:29][C@@H:30]([CH2:40][CH:41]1[CH2:46][CH2:45][CH2:44][CH2:43][CH2:42]1)[CH2:31][NH:32][C:33](=[O:39])[O:34][C:35]([CH3:38])([CH3:37])[CH3:36]>CC#N>[CH:41]1([CH2:40][C@H:30]([NH:29][C:18]2[C:17](=[O:21])[C:16](=[O:22])[C:15]=2[N:11]2[CH2:12][CH2:13][CH2:14][CH:9]([CH:8]([C:3]3[CH:4]=[CH:5][CH:6]=[CH:7][C:2]=3[F:1])[O:23][CH2:24][CH2:25][CH2:26][O:27][CH3:28])[CH2:10]2)[CH2:31][NH:32][C:33](=[O:39])[O:34][C:35]([CH3:36])([CH3:37])[CH3:38])[CH2:42][CH2:43][CH2:44][CH2:45][CH2:46]1. Reported procedure: To the crude 3-(3-((2-fluorophenyl)(3-methoxypropoxy)methyl)piperidin-1-yl)-4-methoxycyclobut-3-ene-1,2-dione in MeCN there was added tert-butyl (S)-2-amino-3-cyclohexylpropylcarbamate (27.0 mg, 0.11 mmol), the resulting solution was stirred at rt for 10 min, filtered through HPLC filter, purified by HPLC to give tert-butyl (2S)-3-cyclohexyl-2-(2-(3-((2-fluorophenyl)(3-methoxypropoxy)methyl)piperidin-1-yl)-3,4-dioxocyclobut-1-enylamino)propylcarbamate (17.4 mg, 40%) as on oil. MS ESI +ve m/z 616...